Dataset: the Open Reaction Database (ORD), a public repository of structured organic reaction records. Task: describe an organic reaction: reactants, conditions, products, and yield Reactants: COc4ccc(n3c1ccccc1c2ccccc23)cc4 (substrate), Cn2cnc1ccccc12 (effective_coupling_partner). Reagents/catalysts: CDC. Reaction conditions: temperature 90 celsius, time 16 hour. The product is Cn6c(c4ccc(n3c1ccccc1c2ccccc23)cc4)nc5ccccc56. The reactants are CN(/C=C/C(=O)C1=NN(C=CC1=O)C1=CC(=CC=C1)S(=O)(=O)C(F)(F)F)C (3-((E)-3-Dimethylamino-acryloyl)-1-(3-trifluoromethansulfonyl-phenyl)-1H-pyridazin-4-one), C1(=CC=CC=C1)NN (phenylhydrazine). The product is C1(=CC=CC=C1)N1N=CC=C1C1=NN(C=CC1=O)C1=CC(=CC=C1)S(=O)(=O)C(F)(F)F (3-(2-Phenyl-2H-pyrazol-3-yl)-1-(3-trifluoromethanesulfonyl-phenyl)-1H-pyridazin-4-one). RXN SMILES: C[N:2](C)/[CH:3]=[CH:4]/[C:5]([C:7]1[C:12](=[O:13])[CH:11]=[CH:10][N:9]([C:14]2[CH:19]=[CH:18][CH:17]=[C:16]([S:20]([C:23]([F:26])([F:25])[F:24])(=[O:22])=[O:21])[CH:15]=2)[N:8]=1)=O.[C:28]1([NH:34]N)[CH:33]=[CH:32][CH:31]=[CH:30][CH:29]=1>>[C:28]1([N:34]2[C:5]([C:7]3[C:12](=[O:13])[CH:11]=[CH:10][N:9]([C:14]4[CH:19]=[CH:18][CH:17]=[C:16]([S:20]([C:23]([F:24])([F:25])[F:26])(=[O:22])=[O:21])[CH:15]=4)[N:8]=3)=[CH:4][CH:3]=[N:2]2)[CH:33]=[CH:32][CH:31]=[CH:30][CH:29]=1. Procedure details: The product was obtained starting from 3-((E)-3-Dimethylamino-acryloyl)-1-(3-trifluoromethansulfonyl-phenyl)-1H-pyridazin-4-one (A-33) and phenylhydrazine according to the method described for example 1. MS: M=447.1 (M+H)+